From a dataset of the Open Reaction Database (ORD), a public repository of structured organic reaction records. describe an organic reaction: reactants, conditions, products, and yield Starting materials: CC#N, Cc1cc(OC(F)(F)F)c(C)c(C)c1CCl, c1ccc(P(c2ccccc2)c2ccccc2)cc1. The product is [Cl-], Cc1cc(OC(F)(F)F)c(C)c(C)c1C[P+](c1ccccc1)(c1ccccc1)c1ccccc1. As a reaction SMILES: [CH3:36][C:37]#[N:38].[F:1][C:2]([O:3][c:4]1[c:5]([CH3:14])[c:6]([CH3:13])[c:7]([CH2:11][Cl:12])[c:8]([CH3:10])[cH:9]1)([F:15])[F:16].[c:17]1([P:23]([c:24]2[cH:25][cH:26][cH:27][cH:28][cH:29]2)[c:30]2[cH:31][cH:32][cH:33][cH:34][cH:35]2)[cH:18][cH:19][cH:20][cH:21][cH:22]1>>[Cl-:12].[F:1][C:2]([O:3][c:4]1[c:5]([CH3:14])[c:6]([CH3:13])[c:7]([CH2:11][P+:23]([c:17]2[cH:18][cH:19][cH:20][cH:21][cH:22]2)([c:24]2[cH:25][cH:26][cH:27][cH:28][cH:29]2)[c:30]2[cH:31][cH:32][cH:33][cH:34][cH:35]2)[c:8]([CH3:10])[cH:9]1)([F:15])[F:16]. The reactants are CCCN, CN(C)C=O, CN1Cc2c(-c3noc(CCl)n3)ncn2-c2ccc(Cl)cc2C1=O. As a reaction SMILES: [CH3:25][CH2:26][CH2:27][NH2:28].[CH3:29][N:30]([CH3:31])[CH:32]=[O:33].[Cl:1][c:2]1[cH:3][cH:4][c:5]2[c:6]([cH:24]1)[C:7](=[O:23])[N:8]([CH3:22])[CH2:9][c:10]1[n:11]-2[cH:12][n:13][c:14]1-[c:15]1[n:16][o:17][c:18]([CH2:20][Cl:21])[n:19]1>>[Cl:1][c:2]1[cH:3][cH:4][c:5]2[c:6]([cH:24]1)[C:7](=[O:23])[N:8]([CH3:22])[CH2:9][c:10]1[n:11]-2[cH:12][n:13][c:14]1-[c:15]1[n:16][o:17][c:18]([CH2:20][NH:28][CH2:27][CH2:26][CH3:25])[n:19]1. Product: CCCNCc1nc(-c2ncn3c2CN(C)C(=O)c2cc(Cl)ccc2-3)no1. The reactants are O=C([O-])[O-], CCOC(=O)c1cnc2c(cnn2CC)c1Cl, Cc1ccccc1, CCO, Cc1cc(F)ccc1B(O)O, [Na+], [Na+], c1ccc(P(c2ccccc2)(c2ccccc2)[Pd](P(c2ccccc2)(c2ccccc2)c2ccccc2)(P(c2ccccc2)(c2ccccc2)c2ccccc2)P(c2ccccc2)(c2ccccc2)c2ccccc2)cc1. The product is CCOC(=O)c1cnc2c(cnn2CC)c1-c1ccc(F)cc1C. As a reaction SMILES: [C:29](=[O:30])([O-:31])[O-:32].[CH2:1]([CH3:2])[O:3][C:4](=[O:5])[c:6]1[c:7]([Cl:17])[c:8]2[c:9]([n:10][cH:11]1)[n:12]([CH2:15][CH3:16])[n:13][cH:14]2.[CH3:35][c:36]1[cH:37][cH:38][cH:39][cH:40][cH:41]1.[CH3:42][CH2:43][OH:44].[F:18][c:19]1[cH:20][c:21]([CH3:28])[c:22]([B:25]([OH:26])[OH:27])[cH:23][cH:24]1.[Na+:33].[Na+:34].[cH:45]1[cH:46][cH:47][c:48]([P:49]([Pd:50]([P:51]([c:52]2[cH:53][cH:54][cH:55][cH:56][cH:57]2)([c:58]2[cH:59][cH:60][cH:61][cH:62][cH:63]2)[c:64]2[cH:65][cH:66][cH:67][cH:68][cH:69]2)([P:70]([c:71]2[cH:72][cH:73][cH:74][cH:75][cH:76]2)([c:77]2[cH:78][cH:79][cH:80][cH:81][cH:82]2)[c:83]2[cH:84][cH:85][cH:86][cH:87][cH:88]2)[P:89]([c:90]2[cH:91][cH:92][cH:93][cH:94][cH:95]2)([c:96]2[cH:97][cH:98][cH:99][cH:100][cH:101]2)[c:102]2[cH:103][cH:104][cH:105][cH:106][cH:107]2)([c:108]2[cH:109][cH:110][cH:111][cH:112][cH:113]2)[c:114]2[cH:115][cH:116][cH:117][cH:118][cH:119]2)[cH:120][cH:121]1>>[CH2:1]([CH3:2])[O:3][C:4](=[O:5])[c:6]1[c:7](-[c:22]2[c:21]([CH3:28])[cH:20][c:19]([F:18])[cH:24][cH:23]2)[c:8]2[c:9]([n:10][cH:11]1)[n:12]([CH2:15][CH3:16])[n:13][cH:14]2. Starting materials: ClCCCOC1=CC=C(C=C1)C1=CC=C(C=C1)C(=O)NC(C)C (4′-(3-chloropropoxy)-N-isopropyl[1,1′-biphenyl]-4-carboxamide), Cl.C[C@H]1N[C@@H](CC1)C ((2R,5R)-2,5-dimethylpyrrolidine hydrochloride). The product is C[C@H]1N([C@@H](CC1)C)CCCOC1=CC=C(C=C1)C1=CC=C(C=C1)C(=O)NC(C)C (4′-{3-[(2R,5R)-2,5-dimethylpyrrolidinyl]propoxy}-N-isopropyl[1,1′-biphenyl]-4-carboxamide). RXN SMILES: Cl[CH2:2][CH2:3][CH2:4][O:5][C:6]1[CH:11]=[CH:10][C:9]([C:12]2[CH:17]=[CH:16][C:15]([C:18]([NH:20][CH:21]([CH3:23])[CH3:22])=[O:19])=[CH:14][CH:13]=2)=[CH:8][CH:7]=1.Cl.[CH3:25][C@@H:26]1[CH2:30][CH2:29][C@@H:28]([CH3:31])[NH:27]1>>[CH3:25][C@@H:26]1[CH2:30][CH2:29][C@@H:28]([CH3:31])[N:27]1[CH2:2][CH2:3][CH2:4][O:5][C:6]1[CH:11]=[CH:10][C:9]([C:12]2[CH:17]=[CH:16][C:15]([C:18]([NH:20][CH:21]([CH3:23])[CH3:22])=[O:19])=[CH:14][CH:13]=2)=[CH:8][CH:7]=1 |f:1.2|. Reported procedure: The product from Example 1A and (2R,5R)-2,5-dimethylpyrrolidine hydrochloride were processed as described in Example 10F to provide the title compound. The reactants are COc1cccc2sc(Cl)nc12, Nc1cc(Cl)c(O)c(Cl)c1. The product is COc1cccc2sc(Oc3c(Cl)cc(N)cc3Cl)nc12. As a reaction SMILES: [Cl:1][c:2]1[s:3][c:4]2[c:5]([n:6]1)[c:7]([O:11][CH3:12])[cH:8][cH:9][cH:10]2.[NH2:13][c:14]1[cH:15][c:16]([Cl:22])[c:17]([OH:21])[c:18]([Cl:20])[cH:19]1>>[c:2]1([O:21][c:17]2[c:16]([Cl:22])[cH:15][c:14]([NH2:13])[cH:19][c:18]2[Cl:20])[s:3][c:4]2[c:5]([n:6]1)[c:7]([O:11][CH3:12])[cH:8][cH:9][cH:10]2. Reactants: CC(C)(C)OC(=O)N1CCC(=O)CC1, C[S+](C)(C)=O, CC#N, [I-], [K+], [OH-]. The product is CC(C)(C)OC(=O)N1CCC2(CC1)CO2. Reaction SMILES: [C:1]([CH3:2])([CH3:3])([CH3:4])[O:5][C:6](=[O:7])[N:8]1[CH2:9][CH2:10][C:11](=[O:14])[CH2:12][CH2:13]1.[CH3:16][S+:17]([CH3:18])([CH3:19])=[O:20].[CH3:23][C:24]#[N:25].[I-:15].[K+:22].[OH-:21]>>[C:1]([CH3:2])([CH3:3])([CH3:4])[O:5][C:6](=[O:7])[N:8]1[CH2:9][CH2:10][C:11]2([CH2:12][CH2:13]1)[O:14][CH2:16]2. Product: NC1CCOc2ccccc21. The reactants are [Al+3], [H-], [H-], [H-], [H-], [Li+], C1CCOC1, ON=C1CCOc2ccccc21. Reaction SMILES: [Al+3:14].[H-:13].[H-:16].[H-:17].[H-:18].[Li+:15].[O:19]1[CH2:20][CH2:21][CH2:22][CH2:23]1.[O:1]1[CH2:2][CH2:3][C:4](=[N:11][OH:12])[c:5]2[cH:6][cH:7][cH:8][cH:9][c:10]21>>[O:1]1[CH2:2][CH2:3][CH:4]([NH2:11])[c:5]2[cH:6][cH:7][cH:8][cH:9][c:10]21.